Dataset: the Open Reaction Database (ORD), a public repository of structured organic reaction records. Task: describe an organic reaction: reactants, conditions, products, and yield The product is CC(C)CCn1cc(NC(=O)c2cc(NC(=O)c3cc(NC=O)cn3CCC(C)C)cn2CCC(C)C)cc1C(=O)NCCCN(C)C. RXN SMILES: [CH3:1][N:2]([CH2:3][CH2:4][CH2:5][NH:6][C:7](=[O:8])[c:9]1[cH:10][c:11]([NH:19][C:20](=[O:21])[c:22]2[cH:23][c:24]([NH:32][C:33](=[O:34])[c:35]3[n:36]([CH2:43][CH2:44][CH:45]([CH3:46])[CH3:47])[cH:37][c:38]([N+:40]([O-:41])=[O:42])[cH:39]3)[cH:25][n:26]2[CH2:27][CH2:28][CH:29]([CH3:30])[CH3:31])[cH:12][n:13]1[CH2:14][CH2:15][CH:16]([CH3:17])[CH3:18])[CH3:48].[CH3:49][CH2:50][OH:51]>>[CH3:1][N:2]([CH2:3][CH2:4][CH2:5][NH:6][C:7](=[O:8])[c:9]1[cH:10][c:11]([NH:19][C:20](=[O:21])[c:22]2[cH:23][c:24]([NH:32][C:33](=[O:34])[c:35]3[n:36]([CH2:43][CH2:44][CH:45]([CH3:46])[CH3:47])[cH:37][c:38]([NH:40][CH:50]=[O:51])[cH:39]3)[cH:25][n:26]2[CH2:27][CH2:28][CH:29]([CH3:30])[CH3:31])[cH:12][n:13]1[CH2:14][CH2:15][CH:16]([CH3:17])[CH3:18])[CH3:48]. The reactants are CC(C)CCn1cc(NC(=O)c2cc(NC(=O)c3cc([N+](=O)[O-])cn3CCC(C)C)cn2CCC(C)C)cc1C(=O)NCCCN(C)C, CCO. The reactants are FC1=C(C=CC(=C1)F)N1C=C(C(C2=CC(=C(C(=C12)C#C[Si](C)(C)C)F)F)=O)C(=O)OCC (ethyl 1-(2,4-difluorophenyl)-6,7-difluoro-1,4-dihydro-8-(trimethylsilylethinyl)-4-oxo-3-quinolinecarboxylate), [F-].[K+] (potassium fluoride), O (water), CN(C=O)C (dimethylformamide). Solvent: C(Cl)(Cl)Cl (chloroform), C(Cl)(Cl)Cl (chloroform), C(Cl)(Cl)Cl (chloroform). Run at temperature 20 celsius, time 1 hour. Yields the product FC1=C(C=CC(=C1)F)N1C=C(C(C2=CC(=C(C(=C12)C#C)F)F)=O)C(=O)OCC (ethyl 1-(2,4-difluorophenyl)-8-ethinyl-6,7-difluoro-1,4-dihydro-4-oxo-3-quinolinecarboxylate). Yield: 87.6%. As a reaction SMILES: [F:1][C:2]1[CH:7]=[C:6]([F:8])[CH:5]=[CH:4][C:3]=1[N:9]1[C:18]2[C:13](=[CH:14][C:15]([F:26])=[C:16]([F:25])[C:17]=2[C:19]#[C:20][Si](C)(C)C)[C:12](=[O:27])[C:11]([C:28]([O:30][CH2:31][CH3:32])=[O:29])=[CH:10]1.[F-].[K+].O.CN(C)C=O>C(Cl)(Cl)Cl>[F:1][C:2]1[CH:7]=[C:6]([F:8])[CH:5]=[CH:4][C:3]=1[N:9]1[C:18]2[C:13](=[CH:14][C:15]([F:26])=[C:16]([F:25])[C:17]=2[C:19]#[CH:20])[C:12](=[O:27])[C:11]([C:28]([O:30][CH2:31][CH3:32])=[O:29])=[CH:10]1 |f:1.2|. Reported procedure: A solution of 4.6 g of ethyl 1-(2,4-difluorophenyl)-6,7-difluoro-1,4-dihydro-8-(trimethylsilylethinyl)-4-oxo-3-quinolinecarboxylate in 20 ml of chloroform is added dropwise at room temperature to a solution of 2 g of potassium fluoride in a solvent mixture of 3 ml of water, 25 ml of chloroform and 50 ml of dimethylformamide. The mixture is stirred for 1 hour at approx. 20° C., the reaction mixture is then treated with more chloroform and extracted several times by shaking with water, and the org... Starting materials: BrC=1C=C(C=CC1)N(C(=O)NCCCCC)C (1-(3-bromophenyl)-1-methyl-3-pentylurea), B(OC)(OC)OC (trimethyl borate), solution, C(C)(C)(C)[Li] (tert-butyllithium), C[Li] (methyllithium), Cl (hydrochloric acid). Solvent: O1CCCC1 (tetrahydrofuran), CCCCC (pentane), C(C)OCC (diethyl ether). Reaction conditions: temperature -70 celsius, time 1 hour. The product is CN(C(=O)NCCCCC)C=1C=C(C=CC1)B(O)O (3-(1-methyl-3-pentylureido)phenylboronic acid). Yield: 38.8%. RXN SMILES: C[Li].Br[C:4]1[CH:5]=[C:6]([N:10]([CH3:19])[C:11]([NH:13][CH2:14][CH2:15][CH2:16][CH2:17][CH3:18])=[O:12])[CH:7]=[CH:8][CH:9]=1.C([Li])(C)(C)C.[B:25](OC)([O:28]C)[O:26]C.Cl>C(OCC)C.CCCCC.O1CCCC1>[CH3:19][N:10]([C:6]1[CH:5]=[C:4]([B:25]([OH:28])[OH:26])[CH:9]=[CH:8][CH:7]=1)[C:11]([NH:13][CH2:14][CH2:15][CH2:16][CH2:17][CH3:18])=[O:12]. Reported procedure: 150 mL (0.24 mol) of methyllithium at 1.6M in diethyl ether are added to a solution cooled to −70° C. of 123 g (0.41 mol) of 1-(3-bromophenyl)-1-methyl-3-pentylurea in 1.21 of tetrahydrofuran. The reaction medium is stirred at −70° C. for 1 hour and 530 mL (0.91 mol) of a 1.7M solution of tert-butyllithium in pentane are added. The reaction medium is stirred at −70° C. for 45 minutes and 115 mL (0.91 mol) of trimethyl borate are then added. The reaction medium is stirred at room temperature for ... Starting materials: ClC1=NC=CC(=N1)C=1C=CC(=C(C=O)C1)F (5-(2-Chloro-pyrimidin-4-yl)-2-fluoro-benzaldehyde), C(C)(C)(C)OC(=O)N1CCC(CC1)N (4-Amino-piperidine-1-carboxylic acid tert-butyl ester), 421. Yields the product C(C)(C)(C)OC(=O)N1CCC(CC1)NCC1=C(C=CC(=C1)C1=NC(=NC=C1)Cl)F (4-[5-(2-Chloro-pyrimidin-4-yl)-2-fluoro-benzylamino]-piperidine-1-carboxylic acid tert-butyl ester). RXN SMILES: [Cl:1][C:2]1[N:7]=[C:6]([C:8]2[CH:9]=[CH:10][C:11]([F:16])=[C:12]([CH:15]=2)[CH:13]=O)[CH:5]=[CH:4][N:3]=1.[C:17]([O:21][C:22]([N:24]1[CH2:29][CH2:28][CH:27]([NH2:30])[CH2:26][CH2:25]1)=[O:23])([CH3:20])([CH3:19])[CH3:18]>>[C:17]([O:21][C:22]([N:24]1[CH2:29][CH2:28][CH:27]([NH:30][CH2:13][C:12]2[CH:15]=[C:8]([C:6]3[CH:5]=[CH:4][N:3]=[C:2]([Cl:1])[N:7]=3)[CH:9]=[CH:10][C:11]=2[F:16])[CH2:26][CH2:25]1)=[O:23])([CH3:20])([CH3:18])[CH3:19]. Reported procedure: Intermediate 89 was coupled with 4-Amino-piperidine-1-carboxylic acid tert-butyl ester following procedure B. LC-MS showed the product was >95% pure and had the expected M+H+ of 421. The product is C(C)(C)(C)C=1C(=C(N(N1)C)C1=NC2=C(C(=NC(=C2)C2=C(C=CC=C2)C(F)(F)F)OCC(=O)O)N1)Cl ([2-(5-tert-butyl-4-chloro-2-methyl-2H-pyrazol-3-yl)-6-(2-trifluoromethyl-phenyl)-3H-imidazo[4,5-c]pyridin-4-yloxy]-acetic acid). Starting materials: C(C)(C)(C)C=1C(=C(N(N1)C)C1=NC2=C(C(=NC(=C2)C2=C(C=CC=C2)C(F)(F)F)OCC=O)N1)Cl ([2-(5-tert-butyl-4-chloro-2-methyl-2H-pyrazol-3-yl)-6-(2-trifluoromethyl-phenyl)-3H-imidazo[4,5-c]pyridin-4-yloxy]-acetaldehyde), P(=O)(O)(O)[O-].[Na+] (sodium dihydrogen phosphate), [OH-].[Na+] (NaOH), C(C)(C)(C)O.CC(C)=CC.O (tert-BuOH 2-methyl-2-butene H2O), Cl(=O)[O-].[Na+] (sodium chlorite). Procedure details: To a mixture of [2-(5-tert-butyl-4-chloro-2-methyl-2H-pyrazol-3-yl)-6-(2-trifluoromethyl-phenyl)-3H-imidazo[4,5-c]pyridin-4-yloxy]-acetaldehyde (30.0 mg, 0.0610 mmol, prepared as described in the previous step) in 5:5:2 tert-BuOH/2-methyl-2-butene/H2O (1.2 mL) was added sodium chlorite (11.6 mg, 0.128 mmol) followed by sodium dihydrogen phosphate (17.8 mg, 0.183 mmol). After stirring at room temperature for 16 h, the resulting mixture was treated with 1N NaOH (2 mL) and concentrated in vacuo. Th... Reaction conditions: time 16 hour. As a reaction SMILES: [C:1]([C:5]1[C:6]([Cl:34])=[C:7]([C:11]2[NH:33][C:14]3[C:15]([O:29][CH2:30][CH:31]=[O:32])=[N:16][C:17]([C:19]4[CH:24]=[CH:23][CH:22]=[CH:21][C:20]=4[C:25]([F:28])([F:27])[F:26])=[CH:18][C:13]=3[N:12]=2)[N:8]([CH3:10])[N:9]=1)([CH3:4])([CH3:3])[CH3:2].C([OH:39])(C)(C)C.CC(=CC)C.O.Cl([O-])=O.[Na+].P([O-])(O)(O)=O.[Na+].[OH-].[Na+]>>[C:1]([C:5]1[C:6]([Cl:34])=[C:7]([C:11]2[NH:33][C:14]3[C:15]([O:29][CH2:30][C:31]([OH:39])=[O:32])=[N:16][C:17]([C:19]4[CH:24]=[CH:23][CH:22]=[CH:21][C:20]=4[C:25]([F:28])([F:27])[F:26])=[CH:18][C:13]=3[N:12]=2)[N:8]([CH3:10])[N:9]=1)([CH3:4])([CH3:2])[CH3:3] |f:1.2.3,4.5,6.7,8.9|.